Dataset: the Open Reaction Database (ORD), a public repository of structured organic reaction records. Task: describe an organic reaction: reactants, conditions, products, and yield Procedure details: Under an argon atmosphere a mixture of the crude (R)-3-(5-bromo-2-fluoro-phenyl)-3-methyl-[1,4]oxazepan-5-one (626 mg, 1.2 mmol), sodium tert-butoxide (356 mg, 3.59 mmol), 2-di-tert-butylphosphino-2′,4′,6′-triisopropylbiphenyl (52.4 mg, 0.12 mmol), tris(dibenzylideneacetone)-dipalladium(0) chloroform adduct (38.3 mg, 0.036 mmol), and benzophenonimine (447 mg, 2.4 mmol) in toluene (15 ml) was heated at 105° C. for 16 hours in a sealed vial. For the workup, the reaction mixture was cooled to room ... Product: C(C1=CC=CC=C1)(C1=CC=CC=C1)=NC=1C=CC(=C(C1)[C@@]1(COCCC(N1)=O)C)F ((R)-3-[5-(Benzhydrylidene-amino)-2-fluoro-phenyl]-3-methyl-[1,4]oxazepan-5-one). Reaction conditions: temperature 105 celsius. Starting materials: BrC=1C=CC(=C(C1)[C@@]1(COCCC(N1)=O)C)F ((R)-3-(5-bromo-2-fluoro-phenyl)-3-methyl-[1,4]oxazepan-5-one), CC(C)([O-])C.[Na+] (sodium tert-butoxide), C(C)(C)(C)P(C1=C(C=CC=C1)C1=C(C=C(C=C1C(C)C)C(C)C)C(C)C)C(C)(C)C (2-di-tert-butylphosphino-2′,4′,6′-triisopropylbiphenyl), C(C1=CC=CC=C1)(C1=CC=CC=C1)=N (benzophenonimine). As a reaction SMILES: Br[C:2]1[CH:3]=[CH:4][C:5]([F:17])=[C:6]([C@@:8]2([CH3:16])[NH:14][C:13](=[O:15])[CH2:12][CH2:11][O:10][CH2:9]2)[CH:7]=1.CC(C)([O-])C.[Na+].C(P(C(C)(C)C)C1C=CC=CC=1C1C(C(C)C)=CC(C(C)C)=CC=1C(C)C)(C)(C)C.[C:54](=[NH:67])([C:61]1[CH:66]=[CH:65][CH:64]=[CH:63][CH:62]=1)[C:55]1[CH:60]=[CH:59][CH:58]=[CH:57][CH:56]=1>C1(C)C=CC=CC=1.C1C=CC(/C=C/C(/C=C/C2C=CC=CC=2)=O)=CC=1.C1C=CC(/C=C/C(/C=C/C2C=CC=CC=2)=O)=CC=1.C1C=CC(/C=C/C(/C=C/C2C=CC=CC=2)=O)=CC=1.C(Cl)(Cl)Cl.[Pd].[Pd]>[C:54](=[N:67][C:2]1[CH:3]=[CH:4][C:5]([F:17])=[C:6]([C@@:8]2([CH3:16])[NH:14][C:13](=[O:15])[CH2:12][CH2:11][O:10][CH2:9]2)[CH:7]=1)([C:61]1[CH:62]=[CH:63][CH:64]=[CH:65][CH:66]=1)[C:55]1[CH:60]=[CH:59][CH:58]=[CH:57][CH:56]=1 |f:1.2,6.7.8.9.10.11|. Reagents/catalysts: C1=CC=C(C=C1)/C=C/C(=O)/C=C/C2=CC=CC=C2.C1=CC=C(C=C1)/C=C/C(=O)/C=C/C2=CC=CC=C2.C1=CC=C(C=C1)/C=C/C(=O)/C=C/C2=CC=CC=C2.C(Cl)(Cl)Cl.[Pd].[Pd] (tris(dibenzylideneacetone)-dipalladium(0) chloroform adduct). Solvent: C1(=CC=CC=C1)C (toluene). Reactants: N#Cc1cnn(-c2c(Cl)cc(Cl)cc2Cl)c1CBr, c1ccncc1. Product: [Br-], N#Cc1cnn(-c2c(Cl)cc(Cl)cc2Cl)c1C[n+]1ccccc1. Reaction SMILES: [Cl:1][c:2]1[c:3](-[n:10]2[n:11][cH:12][c:13]([C:17]#[N:18])[c:14]2[CH2:15][Br:16])[c:4]([Cl:9])[cH:5][c:6]([Cl:8])[cH:7]1.[cH:19]1[cH:20][cH:21][n:22][cH:23][cH:24]1>>[Br-:16].[Cl:1][c:2]1[c:3](-[n:10]2[n:11][cH:12][c:13]([C:17]#[N:18])[c:14]2[CH2:15][n+:22]2[cH:21][cH:20][cH:19][cH:24][cH:23]2)[c:4]([Cl:9])[cH:5][c:6]([Cl:8])[cH:7]1. The reactants are COC1=C(C2=C(C(CO2)=O)C=C1)CCCC1CCN(CC1)C(=O)OC(C)(C)C (tert-butyl 4-[3-(6-methoxy-3-oxo-2,3-dihydrobenzofuran-7-yl)propyl]piperidine-1-carboxylate), N1N=C(C2=CC=CC=C12)C=O (1H-indazole-3-carboxaldehyde). The reagents and catalysts are N1CCCCC1 (piperidine). The solvent is CO (methanol). Reaction conditions: temperature 60 celsius, time 2 hour. Product: N1N=C(C2=CC=CC=C12)\C=C\1/OC2=C(C1=O)C=CC(=C2CCCC2CCN(CC2)C(=O)OC(C)(C)C)OC (tert-butyl (Z)-4-(3-{2-[(1H-indazol-3-yl)methylene]-6-methoxy-3-oxo-2,3-dihydrobenzofuran-7-yl}propyl)piperidine-1-carboxylate). Isolated yield 71.4%. As a reaction SMILES: [CH3:1][O:2][C:3]1[CH:12]=[CH:11][C:6]2[C:7](=[O:10])[CH2:8][O:9][C:5]=2[C:4]=1[CH2:13][CH2:14][CH2:15][CH:16]1[CH2:21][CH2:20][N:19]([C:22]([O:24][C:25]([CH3:28])([CH3:27])[CH3:26])=[O:23])[CH2:18][CH2:17]1.[NH:29]1[C:37]2[C:32](=[CH:33][CH:34]=[CH:35][CH:36]=2)[C:31]([CH:38]=O)=[N:30]1>CO.N1CCCCC1>[NH:29]1[C:37]2[C:32](=[CH:33][CH:34]=[CH:35][CH:36]=2)[C:31](/[CH:38]=[C:8]2\[O:9][C:5]3[C:4]([CH2:13][CH2:14][CH2:15][CH:16]4[CH2:21][CH2:20][N:19]([C:22]([O:24][C:25]([CH3:28])([CH3:27])[CH3:26])=[O:23])[CH2:18][CH2:17]4)=[C:3]([O:2][CH3:1])[CH:12]=[CH:11][C:6]=3[C:7]\2=[O:10])=[N:30]1. Procedure: A solution of tert-butyl 4-[3-(6-methoxy-3-oxo-2,3-dihydrobenzofuran-7-yl)propyl]piperidine-1-carboxylate (0.0330 g, 0.0847 mmol) in methanol (3 mL) was added with 1H-indazole-3-carboxaldehyde (0.0124 g, 0.0847 mmol) and piperidine (5 drops), and the mixture was stirred at 60° C. for 2 hours. The reaction mixture was concentrated, and the resulting residue was subjected to silica gel column chromatography (chloroform/methanol). The resulting crude product was further purified by silica gel colum... Starting materials: BrC=1C=C(C=CC1)C1NC2=CC=C(C=C2C(C1)(C)C)S(=O)(=O)N1CCOCC1 (2-(3-bromo-phenyl)-4,4-dimethyl-6-(morpholine-4-sulfonyl)-1,2,3,4-tetrahydro-quinoline), C([O-])([O-])=O.[K+].[K+] (potassium carbonate), N1CCNCC1 (piperazine), Cl.CN(CC(=O)O)C (N,N-dimethylglycine hydrochloride). Reagents/catalysts: [Cu]I (copper(I) iodide). Solvent: CS(=O)C (dimethyl sulfoxide). Reaction conditions: temperature 120 celsius, time 16 hour. The product is CC1(CC(NC2=CC=C(C=C12)S(=O)(=O)N1CCOCC1)C1=CC(=CC=C1)N1CCNCC1)C (4,4-dimethyl-6-(morpholine-4-sulfonyl)-2-(3-piperazin-1-yl-phenyl)-1,2,3,4-tetrahydro-quinoline). Yield: 32.9%. Reaction SMILES: Br[C:2]1[CH:3]=[C:4]([CH:8]2[CH2:17][C:16]([CH3:19])([CH3:18])[C:15]3[C:10](=[CH:11][CH:12]=[C:13]([S:20]([N:23]4[CH2:28][CH2:27][O:26][CH2:25][CH2:24]4)(=[O:22])=[O:21])[CH:14]=3)[NH:9]2)[CH:5]=[CH:6][CH:7]=1.[NH:29]1[CH2:34][CH2:33][NH:32][CH2:31][CH2:30]1.Cl.CN(C)CC(O)=O.C(=O)([O-])[O-].[K+].[K+]>CS(C)=O.[Cu]I>[CH3:18][C:16]1([CH3:19])[C:15]2[C:10](=[CH:11][CH:12]=[C:13]([S:20]([N:23]3[CH2:28][CH2:27][O:26][CH2:25][CH2:24]3)(=[O:22])=[O:21])[CH:14]=2)[NH:9][CH:8]([C:4]2[CH:5]=[CH:6][CH:7]=[C:2]([N:29]3[CH2:34][CH2:33][NH:32][CH2:31][CH2:30]3)[CH:3]=2)[CH2:17]1 |f:2.3,4.5.6|. Procedure details: The mixture solution of 2-(3-bromo-phenyl)-4,4-dimethyl-6-(morpholine-4-sulfonyl)-1,2,3,4-tetrahydro-quinoline (150.0 mg, 0.33 mmol), copper(I) iodide (20.0 mg, 0.1 mmol), piperazine (283.4 mg, 3.3 mmol), N,N-dimethylglycine hydrochloride (34.0 mg, 0.24 mmol) and potassium carbonate (110.0 mg, 1.0 mmol) in dimethyl sulfoxide (2.0 mL). was stirred at 120° C. for 16 h. Then the reaction mixture was cooled to room temperature and extracted with ethyl acetate (70 mL×2), washed with water (30 mL×3) a... Starting materials: C12C3=CC(=CC=C3C(CNC1)CC2)NC2=NC=C(C(=N2)NC2=C(C=CC=C2)S(=O)(=O)NC)Cl (2-[2-(10-aza-tricyclo[6.3.2.0*2,7*]trideca-2,4,6-trien-4-ylamino)-5-chloro-pyrimidin-4-ylamino]-N-methyl-benzenesulfonamide), CS(=O)(=O)Cl (methanesulfonyl chloride). Yields the product ClC=1C(=NC(=NC1)NC=1C=C2C3CN(CC(C2=CC1)CC3)S(=O)(=O)C)NC3=C(C=CC=C3)S(=O)(=O)NC (2-[5-Chloro-2-(10-methanesulfonyl-10-aza-tricyclo[6.3.2.0*2,7*]trideca-2,4,6-trien-4-ylamino)-pyrimidin-4-ylamino]-N-methyl-benzenesulfonamide), solid. The yield is 83.0%. RXN SMILES: [CH:1]12[CH2:13][CH2:12][CH:8]([CH2:9][NH:10][CH2:11]1)[C:7]1[C:2]2=[CH:3][C:4]([NH:14][C:15]2[N:20]=[C:19]([NH:21][C:22]3[CH:27]=[CH:26][CH:25]=[CH:24][C:23]=3[S:28]([NH:31][CH3:32])(=[O:30])=[O:29])[C:18]([Cl:33])=[CH:17][N:16]=2)=[CH:5][CH:6]=1.[CH3:34][S:35](Cl)(=[O:37])=[O:36]>>[Cl:33][C:18]1[C:19]([NH:21][C:22]2[CH:27]=[CH:26][CH:25]=[CH:24][C:23]=2[S:28]([NH:31][CH3:32])(=[O:30])=[O:29])=[N:20][C:15]([NH:14][C:4]2[CH:3]=[C:2]3[C:7](=[CH:6][CH:5]=2)[CH:8]2[CH2:12][CH2:13][CH:1]3[CH2:11][N:10]([S:35]([CH3:34])(=[O:37])=[O:36])[CH2:9]2)=[N:16][CH:17]=1. Reported procedure: 2-[5-Chloro-2-(10-methanesulfonyl-10-aza-tricyclo[6.3.2.0*2,7*]trideca-2,4,6-trien-4-ylamino)-pyrimidin-4-ylamino]-N-methyl-benzenesulfonamide was prepared from 2-[2-(10-aza-tricyclo[6.3.2.0*2,7*]trideca-2,4,6-trien-4-ylamino)-5-chloro-pyrimidin-4-ylamino]-N-methyl-benzenesulfonamide and methanesulfonyl chloride in an analogous manner to Example 278. Product isolated as a white solid (29 mg, 83%). m.p.=135-139° C.; LCMS (m/e) 563 (M+1); 1H-NMR (CDCl3, 400 MHz) δ 9.12 (s, 1H), 8.48 (d, 1H, J=8.3 ... Reactants: CCO, [H][H], [Pd], CC(C)(NC(=O)OCc1ccccc1)c1ncco1. Product: CC(C)(N)c1ncco1. Reaction SMILES: [CH3:22][CH2:23][OH:24].[H:20][H:21].[Pd:25].[o:1]1[c:2]([C:6]([CH3:7])([CH3:8])[NH:9][C:10](=[O:11])[O:12][CH2:13][c:14]2[cH:15][cH:16][cH:17][cH:18][cH:19]2)[n:3][cH:4][cH:5]1>>[o:1]1[c:2]([C:6]([CH3:7])([CH3:8])[NH2:9])[n:3][cH:4][cH:5]1.